describe an organic reaction: reactants, conditions, products, and yield From a dataset of the Open Reaction Database (ORD), a public repository of structured organic reaction records. Reactants: Cl (hydrochloride), S(=O)(Cl)Cl (thionyl chloride), C1C(CC2=CC=CC=C12)C(=O)O (2-indane carboxylic acid), Cl.Cl.COC=1C=C(CN2CCNCC2)C=C(C1OC)OC (1-(3,4,5-trimethoxybenzyl)piperazine dihydrochloride), C1C(CC2=CC=CC=C12)C(=O)Cl (2-indane carbonyl chloride). Solvent: CO (methanol), C(C)(=O)OCC (ethyl acetate), CN(C=O)C (N,N-dimethylformamide), C(C)N(CC)CC (triethylamine), C(C)(=O)OCC (ethyl acetate), O (water), C1(=CC=CC=C1)C (toluene). Conditions: time 2 hour. Product: Cl.C1C(CC2=CC=CC=C12)C(=O)N1CCN(CC1)CC1=CC(=C(C(=C1)OC)OC)OC (1-(2-indanylcarbonyl)-4-(3,4,5-trimethoxybenzyl)-piperazine hydrochloride). RXN SMILES: [CH2:1]1[C:9]2[C:4](=[CH:5][CH:6]=[CH:7][CH:8]=2)[CH2:3][CH:2]1[C:10]([OH:12])=O.C1C2C(=CC=CC=2)CC1C([Cl:24])=O.S(Cl)(Cl)=O.Cl.Cl.[CH3:31][O:32][C:33]1[CH:34]=[C:35]([CH:43]=[C:44]([O:48][CH3:49])[C:45]=1[O:46][CH3:47])[CH2:36][N:37]1[CH2:42][CH2:41][NH:40][CH2:39][CH2:38]1.Cl>C1(C)C=CC=CC=1.CO.C(OCC)(=O)C.O.CN(C)C=O.C(N(CC)CC)C>[ClH:24].[CH2:3]1[C:4]2[C:9](=[CH:8][CH:7]=[CH:6][CH:5]=2)[CH2:1][CH:2]1[C:10]([N:40]1[CH2:39][CH2:38][N:37]([CH2:36][C:35]2[CH:43]=[C:44]([O:48][CH3:49])[C:45]([O:46][CH3:47])=[C:33]([O:32][CH3:31])[CH:34]=2)[CH2:42][CH2:41]1)=[O:12] |f:3.4.5,13.14|. Procedure details: In a manner as that described in Example 5, 2-indane carboxylic acid (0.8 g) is converted to the 2-indane carbonyl chloride by using thionyl chloride (2 ml) in toluene (10 ml). The product thus obtained is added to a mixture of 1-(3,4,5-trimethoxybenzyl)piperazine dihydrochloride (2.1 g), triethylamine (5.9 g) and N,N-dimethylformamide (20 ml). The whole mixture is left standing at room temperature for two hours. A mixture of water (300 ml) and ethyl acetate (300 ml) is added to the mixture, and...